Dataset: the Open Reaction Database (ORD), a public repository of structured organic reaction records. Task: describe an organic reaction: reactants, conditions, products, and yield Starting materials: C([O-])([O-])=O.[K+].[K+] (potassium carbonate), ClC1=C(CNC2=NC(=CC=C2)F)C=CC=C1 ((2-chloro-benzyl)-(6-fluoro-pyridin-2-yl)-amine), BrN1C(CCC1=O)=O (N-bromosuccinimide). Solvent: C(C)#N (acetonitrile), C(C)#N (acetonitrile). Run at time 4 hour. The product is BrC=1C=CC(=NC1F)NCC1=C(C=CC=C1)Cl ((5-bromo-6-fluoro-pyridin-2-yl)-(2-chloro-benzyl)-amine). Isolated yield 80.0%. Reaction SMILES: [Cl:1][C:2]1[CH:16]=[CH:15][CH:14]=[CH:13][C:3]=1[CH2:4][NH:5][C:6]1[CH:11]=[CH:10][CH:9]=[C:8]([F:12])[N:7]=1.[Br:17]N1C(=O)CCC1=O.C(=O)([O-])[O-].[K+].[K+]>C(#N)C>[Br:17][C:9]1[CH:10]=[CH:11][C:6]([NH:5][CH2:4][C:3]2[CH:13]=[CH:14][CH:15]=[CH:16][C:2]=2[Cl:1])=[N:7][C:8]=1[F:12] |f:2.3.4|. Procedure: To (2-chloro-benzyl)-(6-fluoro-pyridin-2-yl)-amine (45, 4.70 g, 19.8 mmol) in 100.0 mL of acetonitrile, N-bromosuccinimide (3.53 g, 19.8 mmol) in 20.0 mL of acetonitrile was added slowly at room temperature. The reaction was stirred at room temperature for 4 hours, then poured into aqueous potassium carbonate and extracted with ethyl acetate. The organic layer was dried over sodium sulfate, filtered and the filtrate concentrated under vacuum. The resulting material was washed with ethyl acetate ... Reactants: CCOCN1C(C)=C(C(=O)O)C(c2cccc([N+](=O)[O-])c2)C(C(=O)OC)=C1C, CC(C)=O, Cl. Yields the product COC(=O)C1=C(C)NC(C)=C(C(=O)O)C1c1cccc([N+](=O)[O-])c1. RXN SMILES: [CH2:1]([O:2][CH2:3][N:5]1[C:6]([CH3:28])=[C:7]([C:24](=[O:25])[O:26][CH3:27])[CH:8]([c:15]2[cH:16][c:17]([N+:21](=[O:22])[O-:23])[cH:18][cH:19][cH:20]2)[C:9]([C:12](=[O:13])[OH:14])=[C:10]1[CH3:11])[CH3:4].[CH3:30][C:31](=[O:32])[CH3:33].[ClH:29]>>[NH:5]1[C:6]([CH3:28])=[C:7]([C:24](=[O:25])[O:26][CH3:27])[CH:8]([c:15]2[cH:16][c:17]([N+:21](=[O:22])[O-:23])[cH:18][cH:19][cH:20]2)[C:9]([C:12](=[O:13])[OH:14])=[C:10]1[CH3:11]. Starting materials: P(C(C)(C)C)(C(C)(C)C)C(C)(C)C (P(tBu)3), CC(C)(C)[O-].[Na+] (NaOtBu), BrC1=CC2=C(N3C4=CC=CC=C4NC=4C=CC=C2C34)C=C1 (3-bromo-8H-8,12b-diazabenzo-[a]aceanthrylene), C1(=CC=CC=C1)N (phenylamine), N#N (N2), O1CCOCC1 (dioxane). The reagents and catalysts are C(C)(=O)[O-].[Pd+2].C(C)(=O)[O-] (palladium acetate). Solvent: O (water). Product: BrC1=CC=CC2=C1N1C3=CC=CC=C3N(C=3C=CC=C2C13)C1=CC=CC=C1 (Bromo-8-phenyl-8H-8,12b-diazabenzo[a]aceanthrylene). Reaction SMILES: [Br:1][C:2]1[CH:21]=[CH:20][C:5]2[N:6]3[C:19]4[C:18]([C:4]=2[CH:3]=1)=[CH:17][CH:16]=[CH:15][C:14]=4[NH:13][C:12]1[C:7]3=[CH:8][CH:9]=[CH:10][CH:11]=1.[C:22]1(N)[CH:27]=CC=[CH:24][CH:23]=1.N#N.P(C(C)(C)C)(C(C)(C)C)C(C)(C)C.CC([O-])(C)C.[Na+].O1[CH2:55][CH2:54]OCC1>C([O-])(=O)C.[Pd+2].C([O-])(=O)C.O>[Br:1][C:2]1[C:3]2[N:6]3[C:19]4[C:18]([C:4]=2[CH:5]=[CH:20][CH:21]=1)=[CH:17][CH:16]=[CH:15][C:14]=4[N:13]([C:55]1[CH:54]=[CH:24][CH:23]=[CH:22][CH:27]=1)[C:12]1[C:7]3=[CH:8][CH:9]=[CH:10][CH:11]=1 |f:4.5,7.8.9|. Reported procedure: A degassed solution of 30 g (86.6 mmol) of 3-bromo-8H-8,12b-diazabenzo-[a]aceanthrylene and 8.8 g (95.9 mmol) of phenylamine in 1 l of dioxane is saturated with N2 for 1 h. Then, firstly 0.9 ml (4.3 mmol) of P(tBu)3, then 0.480 g (2.1 mmol) of palladium acetate are added to the solution. 12.6 g (131 mmol) of NaOtBu in the solid state are subsequently added. The reaction mixture is heated under reflux for 18 h. After cooling to room temperature, 1 l of water is carefully added. The organic phase ... The reactants are ClC=1C=CC2=C(C(=C(S2)S(=O)(=O)Cl)C)C1 (5-chloro-3-methyl-benzothiophene-2-sulfonyl chloride), NC1=C(C(C(=O)O)=CC=C1)O (3-aminosalicylic acid). Run in O.O1CCOCC1 (water dioxane). The product is ClC=1C=CC2=C(C(=C(S2)S(=O)(=O)NC=2C(=C(C(=O)O)C=CC2)O)C)C1 (3-{[(5-Chloro-3-methyl-1-benzothiophen-2-yl)sulfonyl]amino}-2-hydroxybenzoic acid). The yield is 72.0%. RXN SMILES: [Cl:1][C:2]1[CH:3]=[CH:4][C:5]2[S:9][C:8]([S:10](Cl)(=[O:12])=[O:11])=[C:7]([CH3:14])[C:6]=2[CH:15]=1.[NH2:16][C:17]1[CH:25]=[CH:24][CH:23]=[C:19]([C:20]([OH:22])=[O:21])[C:18]=1[OH:26]>O.O1CCOCC1>[Cl:1][C:2]1[CH:3]=[CH:4][C:5]2[S:9][C:8]([S:10]([NH:16][C:17]3[C:18]([OH:26])=[C:19]([CH:23]=[CH:24][CH:25]=3)[C:20]([OH:22])=[O:21])(=[O:12])=[O:11])=[C:7]([CH3:14])[C:6]=2[CH:15]=1 |f:2.3|. Procedure details: A solution of 5-chloro-3-methyl-benzothiophene-2-sulfonyl chloride (17 mg, 0.060 mmol) and 3-aminosalicylic acid (14 mg, 0.090 mmol) in 1200 μL of water/dioxane (1:6) was shaken at 35° C. for 5 days. The product was purified by reversed phase chromatography (ACE C8, 4 μm, 21×50 mm, flow 25 ml/min, gradient: 0.1% TFA in water/MeCN over 6 minutes). The title compound was obtained in 72% yield (17.2 mg). 1H NMR (500 MHz, DMSO-d6) δ ppm 2.48 (s, 3 H) 6.85 (t, J=7.92 Hz, 1 H) 7.46 (dd, J=7.69, 1.64 H... Reactants: BrC1=CC=C(OC2CN(CCC2)CC)C=C1 (3-(4-bromo-phenoxy)-1-ethyl-piperidine), ClC1=CC=C(C=C1)C=1C=CC(=NC1)C#C (5-(4-chloro-phenyl)-2-ethynyl-pyridine). Yields the product ClC1=CC=C(C=C1)C=1C=CC(=NC1)C#CC1=CC=C(C=C1)OC1CN(CCC1)CC (5-(4-chloro-phenyl)-2-[4-(1-ethyl-piperidin-3-yloxy)-phenylethynyl]-pyridine). RXN SMILES: Br[C:2]1[CH:16]=[CH:15][C:5]([O:6][CH:7]2[CH2:12][CH2:11][CH2:10][N:9]([CH2:13][CH3:14])[CH2:8]2)=[CH:4][CH:3]=1.[Cl:17][C:18]1[CH:23]=[CH:22][C:21]([C:24]2[CH:25]=[CH:26][C:27]([C:30]#[CH:31])=[N:28][CH:29]=2)=[CH:20][CH:19]=1>>[Cl:17][C:18]1[CH:19]=[CH:20][C:21]([C:24]2[CH:25]=[CH:26][C:27]([C:30]#[C:31][C:2]3[CH:16]=[CH:15][C:5]([O:6][CH:7]4[CH2:12][CH2:11][CH2:10][N:9]([CH2:13][CH3:14])[CH2:8]4)=[CH:4][CH:3]=3)=[N:28][CH:29]=2)=[CH:22][CH:23]=1. Procedure details: Prepared according to general working method I from 3-(4-bromo-phenoxy)-1-ethyl-piperidine (90 mg, 0.32 mmol) and 5-(4-chloro-phenyl)-2-ethynyl-pyridine (68 mg, 0.32 mmol).